This data is from the Open Reaction Database (ORD), a public repository of structured organic reaction records. The task is: describe an organic reaction: reactants, conditions, products, and yield The reactants are N1C(=CC2=CC=CC=C12)C(=O)Cl (Indole-2-carbonyl chloride), NCC1=NN=C(N1C=1SC(=CC1C(C1=C(C=CC=C1)Cl)=O)CC(=O)OC)C (methyl (2-(3-aminomethyl-5-methyl[1,2,4]triazol-4-yl)-3-(2-chlorobenzoyl)thiophen-5-yl)acetate). Yields the product ClC1=C(C(=O)C2=C(SC(=C2)CC(=O)OC)N2C(=NN=C2C)CNC(=O)C=2NC3=CC=CC=C3C2)C=CC=C1 (methyl (3-(2-chlorobenzoyl)-2-(3-(2-indolecarbonylaminomethyl)-5-methyl[1,2,4]triazol-4-yl)thiophen-5-yl)acetate). As a reaction SMILES: [NH:1]1[C:9]2[C:4](=[CH:5][CH:6]=[CH:7][CH:8]=2)[CH:3]=[C:2]1[C:10](Cl)=[O:11].[NH2:13][CH2:14][C:15]1[N:19]([C:20]2[S:21][C:22]([CH2:34][C:35]([O:37][CH3:38])=[O:36])=[CH:23][C:24]=2[C:25](=[O:33])[C:26]2[CH:31]=[CH:30][CH:29]=[CH:28][C:27]=2[Cl:32])[C:18]([CH3:39])=[N:17][N:16]=1>>[Cl:32][C:27]1[CH:28]=[CH:29][CH:30]=[CH:31][C:26]=1[C:25]([C:24]1[CH:23]=[C:22]([CH2:34][C:35]([O:37][CH3:38])=[O:36])[S:21][C:20]=1[N:19]1[C:18]([CH3:39])=[N:17][N:16]=[C:15]1[CH2:14][NH:13][C:10]([C:2]1[NH:1][C:9]2[C:4]([CH:3]=1)=[CH:5][CH:6]=[CH:7][CH:8]=2)=[O:11])=[O:33]. Procedure details: Indole-2-carbonyl chloride and methyl (2-(3-aminomethyl-5-methyl[1,2,4]triazol-4-yl)-3-(2-chlorobenzoyl)thiophen-5-yl)acetate are reacted to give methyl (3-(2-chlorobenzoyl)-2-(3-(2-indolecarbonylaminomethyl)-5-methyl[1,2,4]triazol-4-yl)thiophen-5-yl)acetate. The reactants are ClCCl, CN(C)c1ccncc1, C(=NC1CCCCC1)=NC1CCCCC1, CCC(C)(C)C(=O)C(=O)N1CCCC1C(=O)O, CC1(C)C2CCC1(CS(=O)(=O)O)C(=O)C2, OCCCc1ccccc1. The product is CCC(C)(C)C(=O)C(=O)N1CCCC1C(=O)OCCCc1ccccc1. RXN SMILES: [CH2:67]([Cl:68])[Cl:69].[CH3:58][N:59]([CH3:60])[c:61]1[cH:62][cH:63][n:64][cH:65][cH:66]1.[CH:28]1([N:29]=[C:30]=[N:31][CH:32]2[CH2:33][CH2:34][CH2:35][CH2:36][CH2:37]2)[CH2:38][CH2:39][CH2:40][CH2:41][CH2:42]1.[O:1]=[C:2]([C:3]([C:4]([CH2:5][CH3:6])([CH3:7])[CH3:8])=[O:9])[N:10]1[CH:11]([C:15](=[O:16])[OH:17])[CH2:12][CH2:13][CH2:14]1.[O:43]=[S:44](=[O:45])([OH:46])[CH2:47][C:48]12[CH2:49][CH2:50][CH:51]([C:52]1([CH3:53])[CH3:54])[CH2:55][C:56]2=[O:57].[c:18]1([CH2:24][CH2:25][CH2:26][OH:27])[cH:19][cH:20][cH:21][cH:22][cH:23]1>>[O:1]=[C:2]([C:3]([C:4]([CH2:5][CH3:6])([CH3:7])[CH3:8])=[O:9])[N:10]1[CH:11]([C:15](=[O:16])[O:17][CH2:26][CH2:25][CH2:24][c:18]2[cH:19][cH:20][cH:21][cH:22][cH:23]2)[CH2:12][CH2:13][CH2:14]1. The reactants are C1(=CC=CC=C1)N1N=CC(=C(C1=O)OC)OC (2-phenyl-4,5-dimethoxypyridazin-3-one), ice water, Cl (hydrochloric acid), CS(=O)C (dimethyl sulfoxide), C[O-].[Na+] (sodium methylate). The solvent is CO (methanol). Reaction conditions: time 20 hour. Product: COC=1C(NC(C1OC)=NC1=CC=CC=C1)=O (2,5-dihydro-3,4-dimethoxy-5-phenyliminopyrrol-2-one). RXN SMILES: [C:1]1([N:7]2[C:12](=O)[C:11]([O:14][CH3:15])=[C:10]([O:16][CH3:17])[CH:9]=[N:8]2)[CH:6]=[CH:5][CH:4]=[CH:3][CH:2]=1.CS(C)=[O:20].C[O-].[Na+].Cl>CO>[CH3:17][O:16][C:10]1[C:9](=[O:20])[NH:8][C:12](=[N:7][C:1]2[CH:6]=[CH:5][CH:4]=[CH:3][CH:2]=2)[C:11]=1[O:14][CH3:15] |f:2.3|. Procedure details: 12 parts by weight of 2-phenyl-4,5-dimethoxypyridazin-3-one were suspended in 150 parts by volume of dimethyl sulfoxide, and 9 parts by weight of a 30% strength solution of sodium methylate in methanol were added dropwise. The mixture was stirred for 20 hours at room temperature, after which it was stirred into 1 liter of ice water and rendered neutral by adding concentrated hydrochloric acid, and the product was filtered off under suction. 11.4 parts by weight of 2,5-dihydro-3,4-dimethoxy-5-phe... Starting materials: C(C)(=O)NO (acetohydroxamic acid), CC(C)([O-])C.[K+] (potassium t-butoxide), C1CCOC1 (THF), FC1=C(C#N)C=C(C=C1)C=1C=C(C=2N(N1)C=CN2)N(C2=CC=CC=C2)CC2=CC=C(C=C2)OC (2-fluoro-5-(8-((4-methoxybenzyl)(phenyl)amino)imidazo[1,2-b]pyridazin-6-yl)benzonitrile), ( 1b ). The solvent is CO (methanol), CN(C)C=O (DMF), CN(C)C=O (DMF). Run at time 15 minute. Yields the product COC1=CC=C(CN(C=2C=3N(N=C(C2)C=2C=CC4=C(C(=NO4)N)C2)C=CN3)C3=CC=CC=C3)C=C1 (5-(8-((4-methoxybenzyl)(phenyl)amino)imidazo[1,2-b]pyridazin-6-yl)benzo[d]isoxazol-3-amine). As a reaction SMILES: C([NH:4][OH:5])(=O)C.CC(C)([O-])C.[K+].C1COCC1.F[C:18]1[CH:25]=[CH:24][C:23]([C:26]2[CH:27]=[C:28]([N:35]([CH2:42][C:43]3[CH:48]=[CH:47][C:46]([O:49][CH3:50])=[CH:45][CH:44]=3)[C:36]3[CH:41]=[CH:40][CH:39]=[CH:38][CH:37]=3)[C:29]3[N:30]([CH:32]=[CH:33][N:34]=3)[N:31]=2)=[CH:22][C:19]=1[C:20]#[N:21]>CN(C=O)C.CO>[CH3:50][O:49][C:46]1[CH:45]=[CH:44][C:43]([CH2:42][N:35]([C:36]2[CH:37]=[CH:38][CH:39]=[CH:40][CH:41]=2)[C:28]2[C:29]3[N:30]([CH:32]=[CH:33][N:34]=3)[N:31]=[C:26]([C:23]3[CH:24]=[CH:25][C:18]4[O:5][N:4]=[C:20]([NH2:21])[C:19]=4[CH:22]=3)[CH:27]=2)=[CH:48][CH:47]=1 |f:1.2|. Reported procedure: To a solution of acetohydroxamic acid (42 mg, 0.556 mmol) in DMF (1 mL) was added a solution of potassium t-butoxide in THF (0.56 mL, 0.56 mmol). The reaction solution was stirred at RT for 15 minutes and then a solution of 2-fluoro-5-(8-((4-methoxybenzyl)(phenyl)amino)imidazo[1,2-b]pyridazin-6-yl)benzonitrile (25 mg, 0.056 mmol) from (1b) in DMF (1 mL) was added. The reaction solution was stirred at RT for 24 hours. The solution was diluted with methanol and purified by preparative HPLC to give... The reactants are OC(CN=[N+]=[N-])CN1CCOCC1 (2-Hydroxy-3-morpholinylpropylazide), [H][H] (hydrogen). Reagents/catalysts: [OH-].[OH-].[Pd+2] (palladium hydroxide on Carbon). Product: OC(CN)CN1CCOCC1 (2-Hydroxy-3-morpholinylpropylamine). The yield is 84.4%. RXN SMILES: [OH:1][CH:2]([CH2:7][N:8]1[CH2:13][CH2:12][O:11][CH2:10][CH2:9]1)[CH2:3][N:4]=[N+]=[N-].[H][H]>[OH-].[OH-].[Pd+2]>[OH:1][CH:2]([CH2:7][N:8]1[CH2:13][CH2:12][O:11][CH2:10][CH2:9]1)[CH2:3][NH2:4] |f:2.3.4|. Reported procedure: A methanolic solution of 81 (11 g, 59.14 mmol), was shaken with 20% palladium hydroxide on Carbon (2 g) under 40 psi pressure of hydrogen for 20 hours. The mixture was filtered through celite and the filter cake was thoroughly washed with methanol and dichloromethane. The solvent was removed under vacuum to give 82 (8 g, 93%) as a light yellow oil; 1H NMR (300 MHz, CDCl3) δ3.8-3.6 (m, 4H), 3.42 (m, 1H), 2.8 (br d, 1H), 2.7-2.55 (m, 2H), 2.55-2.2 (m, 6H). Starting materials: CCN(C(C)C)C(C)C, O=C(Cl)Oc1ccc([N+](=O)[O-])cc1, ClCCl, COC(=O)c1cncc(O)c1. The product is COC(=O)c1cncc(OC(=O)Oc2ccc([N+](=O)[O-])cc2)c1. Reaction SMILES: [CH:25]([N:26]([CH:27]([CH3:28])[CH3:29])[CH2:30][CH3:31])([CH3:32])[CH3:33].[Cl:1][C:2](=[O:3])[O:4][c:5]1[cH:6][cH:7][c:8]([N+:11](=[O:12])[O-:13])[cH:9][cH:10]1.[Cl:34][CH2:35][Cl:36].[OH:14][c:15]1[cH:16][n:17][cH:18][c:19]([C:20](=[O:21])[O:22][CH3:23])[cH:24]1>>[C:2](=[O:3])([O:4][c:5]1[cH:6][cH:7][c:8]([N+:11](=[O:12])[O-:13])[cH:9][cH:10]1)[O:14][c:15]1[cH:16][n:17][cH:18][c:19]([C:20](=[O:21])[O:22][CH3:23])[cH:24]1. The reactants are [BH4-], O=C(n1ccnc1)n1ccnc1, O=C(O)c1ccc(CCn2ccc(OCc3ccccc3)cc2=O)s1, C1CCOC1, [Na+], O. Product: O=c1cc(OCc2ccccc2)ccn1CCc1ccc(CO)s1. As a reaction SMILES: [BH4-:38].[C:26]([n:27]1[cH:28][cH:29][n:30][cH:31]1)([n:32]1[cH:33][cH:34][n:35][cH:36]1)=[O:37].[CH2:1]([c:2]1[cH:3][cH:4][cH:5][cH:6][cH:7]1)[O:8][c:9]1[cH:10][c:11](=[O:25])[n:12]([CH2:15][CH2:16][c:17]2[cH:18][cH:19][c:20]([C:22](=[O:23])[OH:24])[s:21]2)[cH:13][cH:14]1.[CH2:40]1[O:41][CH2:42][CH2:43][CH2:44]1.[Na+:39].[OH2:45]>>[CH2:1]([c:2]1[cH:3][cH:4][cH:5][cH:6][cH:7]1)[O:8][c:9]1[cH:10][c:11](=[O:25])[n:12]([CH2:15][CH2:16][c:17]2[cH:18][cH:19][c:20]([CH2:22][OH:23])[s:21]2)[cH:13][cH:14]1.